This data is from the Open Reaction Database (ORD), a public repository of structured organic reaction records. The task is: describe an organic reaction: reactants, conditions, products, and yield The reactants are C(C)(=O)NC=1C=C2C(N(C=3N(C2=CC1)C(=NN3)N3CCCC3)C\C=C\C3=CC=CC=C3)=O (7-acetamido-4-[(E)-3-phenylallyl]-1-(pyrrolidin-1-yl)-4H-[1,2,4]triazolo[4,3-a]quinazolin-5-one). Solvent: Cl (hydrochloric acid). Run at time 15 minute. The product is NC=1C=C2C(N(C=3N(C2=CC1)C(=NN3)N3CCCC3)C\C=C\C3=CC=CC=C3)=O (7-amino-4-[(E)-3-phenylallyl]-1-(pyrrolidin-1-yl)-4H-[1,2,4]triazolo[4,3-a]quinazolin-5-one). Isolated yield 45.0%. Reaction SMILES: C([NH:4][C:5]1[CH:6]=[C:7]2[C:12](=[CH:13][CH:14]=1)[N:11]1[C:15]([N:18]3[CH2:22][CH2:21][CH2:20][CH2:19]3)=[N:16][N:17]=[C:10]1[N:9]([CH2:23]/[CH:24]=[CH:25]/[C:26]1[CH:31]=[CH:30][CH:29]=[CH:28][CH:27]=1)[C:8]2=[O:32])(=O)C>Cl>[NH2:4][C:5]1[CH:6]=[C:7]2[C:12](=[CH:13][CH:14]=1)[N:11]1[C:15]([N:18]3[CH2:19][CH2:20][CH2:21][CH2:22]3)=[N:16][N:17]=[C:10]1[N:9]([CH2:23]/[CH:24]=[CH:25]/[C:26]1[CH:27]=[CH:28][CH:29]=[CH:30][CH:31]=1)[C:8]2=[O:32]. Procedure: In a 20 ml balloon flask, we resuspend 0.2 g (0.46 mmol) of 7-acetamido-4-[(E)-3-phenylallyl]-1-(pyrrolidin-1-yl)-4H-[1,2,4]triazolo[4,3-a]quinazolin-5-one (describe example 222) in 5 ml of 6N hydrochloric acid solution and heat by reflux, under shaking, for 15 minutes. After cooling down, the obtained solution is alkalinized by soda solution, extracted 3 times by methylene chloride. The joined organic phases are washed with a NaCl-saturated solution, dried on Na2SO4 then evaporated under vacuum...